Dataset: the Open Reaction Database (ORD), a public repository of structured organic reaction records. Task: describe an organic reaction: reactants, conditions, products, and yield Starting materials: FC1=CC=C(C=C1)N1N=CC2=CC(=CC=C12)O[C@@H]([C@H](C)N)C1=CC(=CC=C1)OC ((1R,2S)-1-{[1-(4-fluorophenyl)-1H-indazol-5-yl]oxy}-1-(3-methoxyphenyl)propan-2-amine), CC1=C(SC=C1)C(=O)O (3-methyl-2-thiophenecarboxylic acid). The product is FC1=CC=C(C=C1)N1N=CC2=CC(=CC=C12)O[C@@H]([C@H](C)NC(=O)C=1SC=CC1C)C1=CC(=CC=C1)OC (N-[(1R,2S)-1-[1-(4-fluorophenyl)indazol-5-yl]oxy-1-(3-methoxyphenyl)propan-2-yl]-3-methyl-thiophene-2-carboxamid). Reaction SMILES: [F:1][C:2]1[CH:7]=[CH:6][C:5]([N:8]2[C:16]3[C:11](=[CH:12][C:13]([O:17][C@H:18]([C:22]4[CH:27]=[CH:26][CH:25]=[C:24]([O:28][CH3:29])[CH:23]=4)[C@@H:19]([NH2:21])[CH3:20])=[CH:14][CH:15]=3)[CH:10]=[N:9]2)=[CH:4][CH:3]=1.[CH3:30][C:31]1[CH:35]=[CH:34][S:33][C:32]=1[C:36](O)=[O:37]>>[F:1][C:2]1[CH:3]=[CH:4][C:5]([N:8]2[C:16]3[C:11](=[CH:12][C:13]([O:17][C@H:18]([C:22]4[CH:27]=[CH:26][CH:25]=[C:24]([O:28][CH3:29])[CH:23]=4)[C@@H:19]([NH:21][C:36]([C:32]4[S:33][CH:34]=[CH:35][C:31]=4[CH3:30])=[O:37])[CH3:20])=[CH:14][CH:15]=3)[CH:10]=[N:9]2)=[CH:6][CH:7]=1. Procedure: Prepared as described in Example 105 using (1R,2S)-1-{[1-(4-fluorophenyl)-1H-indazol-5-yl]oxy}-1-(3-methoxyphenyl)propan-2-amine (6a, 39 mg, 100 μmol) and 3-methyl-2-thiophenecarboxylic acid (28 mg, 200 μmol). Yield 43 mg (98%). Starting materials: Oc1cccc(Br)c1, CCOC(=O)CCCBr, CC(C)=O, [I-], [K+], [K+], [Na+], O=C([O-])[O-], O. Yields the product CCOC(=O)CCCOc1cccc(Br)c1. As a reaction SMILES: [Br:1][c:2]1[cH:3][c:4]([OH:8])[cH:5][cH:6][cH:7]1.[CH2:17]([CH3:18])[O:19][C:20]([CH2:21][CH2:22][CH2:23][Br:24])=[O:25].[CH3:26][C:27](=[O:28])[CH3:29].[I-:16].[K+:10].[K+:9].[Na+:15].[O-:11][C:12]([O-:13])=[O:14].[OH2:30]>>[Br:1][c:2]1[cH:3][c:4]([O:8][CH2:23][CH2:22][CH2:21][C:20]([O:19][CH2:17][CH3:18])=[O:25])[cH:5][cH:6][cH:7]1.